This data is from the Open Reaction Database (ORD), a public repository of structured organic reaction records. The task is: describe an organic reaction: reactants, conditions, products, and yield Starting materials: COC1=C(C=CC(=C1)[N+](=O)[O-])O (2-methoxy-4-nitrophenol), 42a1, C([O-])([O-])=O.[K+].[K+] (potassium carbonate), Cl.ClCCN1CCOCC1 (4-(2-chloroethyl)-morpholine hydrochloride), 42a2. The solvent is CN(C)C=O (DMF). Reaction conditions: temperature 140 celsius. The product is COC1=C(OCCN2CCOCC2)C=CC(=C1)[N+](=O)[O-] (4-[2-(2-methoxy-4-nitro-phenoxy)-ethyl]-morpholine), 42a3. RXN SMILES: [CH3:1][O:2][C:3]1[CH:8]=[C:7]([N+:9]([O-:11])=[O:10])[CH:6]=[CH:5][C:4]=1[OH:12].C(=O)([O-])[O-].[K+].[K+].Cl.Cl[CH2:21][CH2:22][N:23]1[CH2:28][CH2:27][O:26][CH2:25][CH2:24]1>CN(C=O)C>[CH3:1][O:2][C:3]1[CH:8]=[C:7]([N+:9]([O-:11])=[O:10])[CH:6]=[CH:5][C:4]=1[O:12][CH2:21][CH2:22][N:23]1[CH2:28][CH2:27][O:26][CH2:25][CH2:24]1 |f:1.2.3,4.5|. Reported procedure: A mixture of 2-methoxy-4-nitrophenol Compound 42a1 (1.0 g, 5.4 mmol), potassium carbonate (1.5 g, 10.9 mmol) and 4-(2-chloroethyl)-morpholine hydrochloride Compound 42a2 (1.05 g, 5.64 mmol) in DMF (10 mL) was heated under microwave conditions to 140° C. for 30 minutes. The reaction mixture was filtered, diluted with EtOAc and subsequently washed with water, then brine. The organic layer was dried over sodium sulfate and concentrated to yield 4-[2-(2-methoxy-4-nitro-phenoxy)-ethyl]-morpholine Com... Starting materials: CN1CCc2[nH]c3ccc(Cl)cc3c2CC1, O=C(CCl)Nc1ccc(F)cc1, [Cu]I, [K+], [K+], [K+], CN(C)C=O, O=C(O)C1CCCN1, O=P([O-])([O-])[O-]. RXN SMILES: [Cl:1][c:2]1[cH:3][c:4]2[c:5]3[c:6]([nH:7][c:8]2[cH:9][cH:10]1)[CH2:11][CH2:12][N:13]([CH3:16])[CH2:14][CH2:15]3.[Cl:33][CH2:34][C:35](=[O:36])[NH:37][c:38]1[cH:39][cH:40][c:41]([F:44])[cH:42][cH:43]1.[Cu:45][I:46].[K+:30].[K+:31].[K+:32].[O:47]=[CH:48][N:49]([CH3:50])[CH3:51].[OH:17][C:18]([CH:19]1[NH:20][CH2:21][CH2:22][CH2:23]1)=[O:24].[P:25]([O-:26])([O-:27])([O-:28])=[O:29]>>[Cl:1][c:2]1[cH:3][c:4]2[c:5]3[c:6]([n:7]([CH2:34][C:35](=[O:36])[NH:37][c:38]4[cH:39][cH:40][c:41]([F:44])[cH:42][cH:43]4)[c:8]2[cH:9][cH:10]1)[CH2:11][CH2:12][N:13]([CH3:16])[CH2:14][CH2:15]3. Product: CN1CCc2c(n(CC(=O)Nc3ccc(F)cc3)c3ccc(Cl)cc23)CC1.